From a dataset of the Open Reaction Database (ORD), a public repository of structured organic reaction records. describe an organic reaction: reactants, conditions, products, and yield Reactants: O=C([O-])O, CCOC(C)=O, [Na+], C1=Cc2ccccc2OCC1, O, O. Yields the product c1ccc2c(c1)OCCC1OC21. RXN SMILES: [C:12]([OH:13])(=[O:14])[O-:15].[C:18]([O:19][CH2:20][CH3:21])(=[O:22])[CH3:23].[Na+:16].[O:1]1[CH2:2][CH2:3][CH:4]=[CH:5][c:6]2[c:7]1[cH:8][cH:9][cH:10][cH:11]2.[OH2:17].[OH2:24]>>[O:1]1[CH2:2][CH2:3][CH:4]2[CH:5]([c:6]3[c:7]1[cH:8][cH:9][cH:10][cH:11]3)[O:13]2.